This data is from the Open Reaction Database (ORD), a public repository of structured organic reaction records. The task is: describe an organic reaction: reactants, conditions, products, and yield Starting materials: C(C)(C)(C)[SiH2]OC(C1=CN=CN1C1C(C(C2=C(C=CC=C12)Cl)=O)(C)C)(C)C (3-[5-(tert-butyl-dimethyl-silanyloxymethyl)-imidazol-1-yl]-7-chloro-2,2-dimethyl-indan-1-one), solution, Cl (HCl), C(C)OCC (diethyl ether). Run in C(=O)(O)[O-].[Na+] (NaHCO3), CO (methanol). Run at temperature 0 celsius, time 30 minute. Product: ClC=1C=CC=C2C(C(C(C12)=O)(C)C)N1C=NC=C1CO (7-chloro-3-(5-hydroxymethyl-imidazol-1-yl)-2,2-dimethyl-indan-1-one). RXN SMILES: C([SiH2][O:6][C:7](C)(C)[C:8]1[N:12]([CH:13]2[C:21]3[C:16](=[C:17]([Cl:22])[CH:18]=[CH:19][CH:20]=3)[C:15](=[O:23])[C:14]2([CH3:25])[CH3:24])[CH:11]=[N:10][CH:9]=1)(C)(C)C.Cl.C(OCC)C>CO.C([O-])(O)=O.[Na+]>[Cl:22][C:17]1[CH:18]=[CH:19][CH:20]=[C:21]2[C:16]=1[C:15](=[O:23])[C:14]([CH3:25])([CH3:24])[CH:13]2[N:12]1[C:8]([CH2:7][OH:6])=[CH:9][N:10]=[CH:11]1 |f:4.5|. Procedure details: To a solution of 3-[5-(tert-butyl-dimethyl-silanyloxymethyl)-imidazol-1-yl]-7-chloro-2,2-dimethyl-indan-1-one (650 mg, 1.6 mmol) in methanol (20 mL) is added a 1N solution of HCl in diethyl ether (15 mL, 15 mmol). The reaction is permitted to stir for 30 minutes, at which time the reaction is cooled to 0° C. and diluted with saturated aqueous NaHCO3. The reaction mixture is then concentrated in vacuo to ca. one fourth of the original volume and diluted with ethyl acetate. The layers are separate... Reactants: Cc1ccc(-c2cc(COC3CCCCO3)nc(Cc3ccccc3)n2)cc1, CO. The product is Cc1ccc(-c2cc(CO)nc(Cc3ccccc3)n2)cc1. Reaction SMILES: [CH2:1]([c:2]1[cH:3][cH:4][cH:5][cH:6][cH:7]1)[c:8]1[n:9][c:10](-[c:22]2[cH:23][cH:24][c:25]([CH3:28])[cH:26][cH:27]2)[cH:11][c:12]([CH2:14][O:15][CH:16]2[CH2:17][CH2:18][CH2:19][CH2:20][O:21]2)[n:13]1.[CH3:29][OH:30]>>[CH2:1]([c:2]1[cH:3][cH:4][cH:5][cH:6][cH:7]1)[c:8]1[n:9][c:10](-[c:22]2[cH:23][cH:24][c:25]([CH3:28])[cH:26][cH:27]2)[cH:11][c:12]([CH2:14][OH:15])[n:13]1. Reactants: CC(c1ccccc1)N1C(=O)CC(C(=O)O)C1C(C)(C)C, [H-], CI, [Na+], O=C(O)CC(O)(CC(=O)O)C(=O)O. Yields the product CC(c1ccccc1)N1C(=O)CC(C)(C(=O)O)C1C(C)(C)C. RXN SMILES: [C:5]([CH3:6])([CH3:7])([CH3:8])[CH:9]1[N:10]([CH:18]([CH3:19])[c:20]2[cH:21][cH:22][cH:23][cH:24][cH:25]2)[C:11](=[O:17])[CH2:12][CH:13]1[C:14](=[O:15])[OH:16].[H-:3].[I:1][CH3:2].[Na+:4].[OH:26][C:27]([CH2:28][C:29]([C:30](=[O:31])[OH:32])([CH2:33][C:34](=[O:35])[OH:36])[OH:37])=[O:38]>>[C:5]([CH3:6])([CH3:7])([CH3:8])[CH:9]1[N:10]([CH:18]([CH3:19])[c:20]2[cH:21][cH:22][cH:23][cH:24][cH:25]2)[C:11](=[O:17])[CH2:12][C:13]1([C:14](=[O:15])[OH:16])[CH3:27]. The reactants are C(C)(C)(C)OC(NC=1COCC(N1)(C(F)F)C1=C(C=CC(=C1)N=[N+]=[N-])F)=O ([5-(5-azido-2-fluoro-phenyl)-5-difluoromethyl-5,6-dihydro-2H-[1,4]oxazin-3-yl]-carbamic acid tert-butyl ester). The reagents and catalysts are [Pd] (Pd—C). Solvent: CCO (EtOH), C1CCOC1 (THF). Product: C(C)(C)(C)OC(NC=1COCC(N1)(C(F)F)C1=C(C=CC(=C1)N)F)=O ([5-(5-Amino-2-fluoro-phenyl)-5-difluoromethyl-5,6-dihydro-2H-[1,4]oxazin-3-yl]-carbamic acid tert-butyl ester). RXN SMILES: [C:1]([O:5][C:6](=[O:27])[NH:7][C:8]1[CH2:9][O:10][CH2:11][C:12]([C:17]2[CH:22]=[C:21]([N:23]=[N+]=[N-])[CH:20]=[CH:19][C:18]=2[F:26])([CH:14]([F:16])[F:15])[N:13]=1)([CH3:4])([CH3:3])[CH3:2]>CCO.C1COCC1.[Pd]>[C:1]([O:5][C:6](=[O:27])[NH:7][C:8]1[CH2:9][O:10][CH2:11][C:12]([C:17]2[CH:22]=[C:21]([NH2:23])[CH:20]=[CH:19][C:18]=2[F:26])([CH:14]([F:16])[F:15])[N:13]=1)([CH3:4])([CH3:2])[CH3:3]. Reported procedure: A solution of 4.89 g (12.69 mmol) [5-(5-azido-2-fluoro-phenyl)-5-difluoromethyl-5,6-dihydro-2H-[1,4]oxazin-3-yl]-carbamic acid tert-butyl ester in 64 ml EtOH and 17 ml THF was treated with 1.1 g 10% Pd—C and stirred under an atmosphere of hydrogen until the starting material had been consumed. The mixture was diluted with DCM and filtered over celite. The product was purified by chromatography on silica gel (hexane/25-50% EtOAc) to give the desired product as colorless foam. Reactants: C(C)(C)C1=C(C(=CC=C1)C(C)C)NC(=S)NC(C)CC (N-(2,6-diisopropylphenyl)-N'-sec.-butylthiourea), COC(=O)Cl (chloroformic acid methyl ester). Run in CC(=O)C (acetone). Run at time 10 hour. The product is Cl.C(C)(C)C1=C(C(=CC=C1)C(C)C)NC(SC(=O)OC)=NC(C)CC (N-(2,6-diisopropylphenyl)-N'-sec.-butyl-S-methoxycarbonylisothiourea hydrochloride). RXN SMILES: [CH:1]([C:4]1[CH:9]=[CH:8][CH:7]=[C:6]([CH:10]([CH3:12])[CH3:11])[C:5]=1[NH:13][C:14]([NH:16][CH:17]([CH2:19][CH3:20])[CH3:18])=[S:15])([CH3:3])[CH3:2].[CH3:21][O:22][C:23]([Cl:25])=[O:24]>CC(C)=O>[ClH:25].[CH:1]([C:4]1[CH:9]=[CH:8][CH:7]=[C:6]([CH:10]([CH3:12])[CH3:11])[C:5]=1[NH:13][C:14](=[N:16][CH:17]([CH2:19][CH3:20])[CH3:18])[S:15][C:23]([O:22][CH3:21])=[O:24])([CH3:2])[CH3:3] |f:3.4|. Reported procedure: 8.8 g of N-(2,6-diisopropylphenyl)-N'-sec.-butylthiourea are dissolved in 50 ml of acetone, and 3.78 g of chloroformic acid methyl ester are added thereto while stirring. The reaction mixture is stirred for a further 3 hours and then left to stand at room temperature for 10 hours. The product which crystallises out is filtered off with suction and dried. The title compound of the formula ##STR6## is obtained in the form of colourless crystals; m.p. 136°-138° C. with decomposition.